From a dataset of the Open Reaction Database (ORD), a public repository of structured organic reaction records. describe an organic reaction: reactants, conditions, products, and yield The reactants are C(#N)CC1(CCN(CC1)C(=O)OC(C)(C)C)CC (tert-butyl 4-cyanomethyl-4-ethylpiperidine-1-carboxylate). Reagents/catalysts: [Ni] (Raney nickel). Run in CO (methanol). The product is NCCC1(CCN(CC1)C(=O)OC(C)(C)C)CC (tert-Butyl 4-(2-aminoethyl)-4-ethylpiperidine-1-carboxylate). Isolated yield 72.3%. As a reaction SMILES: [C:1]([CH2:3][C:4]1([CH2:17][CH3:18])[CH2:9][CH2:8][N:7]([C:10]([O:12][C:13]([CH3:16])([CH3:15])[CH3:14])=[O:11])[CH2:6][CH2:5]1)#[N:2]>[Ni].CO>[NH2:2][CH2:1][CH2:3][C:4]1([CH2:17][CH3:18])[CH2:5][CH2:6][N:7]([C:10]([O:12][C:13]([CH3:15])([CH3:14])[CH3:16])=[O:11])[CH2:8][CH2:9]1. Procedure details: The process is performed according to the procedure described in Example 12 (step 12.2.). Starting with 0.96 g (3.83 mmol) of tert-butyl 4-cyanomethyl-4-ethylpiperidine-1-carboxylate and 1.12 g (19.15 mmol) of Raney nickel in 50 mL of methanol under a hydrogen atmosphere (70 psi) at 50° C., and after chromatography on a column of silica gel, eluting with a 95/5/0.5 mixture of dichloromethane, methanol and 28% aqueous ammonia, 0.71 g of expected product is obtained in the form of a wax.